This data is from the Open Reaction Database (ORD), a public repository of structured organic reaction records. The task is: describe an organic reaction: reactants, conditions, products, and yield The reactants are [Br-].O1C(OCC1)CC[P+](C1=CC=CC=C1)(C1=CC=CC=C1)C1=CC=CC=C1 ([2-(1,3-dioxolan-2-yl)ethyl] triphenylphosphonium bromide), C(CCC)[Li] (n-butyl lithium), COC=1C=C(C=CC1OCC=1N=C(OC1C)C1=CC=CC=C1)CCC=O (3-[3-methoxy-4-(5-methyl-2-phenyl-4-oxazolylmethoxy)phenyl]propionaldehyde), CCCCCC (hexane). Solvent: O1CCCC1 (tetrahydrofuran), O1CCCC1 (tetrahydrofuran). Run at time 1 hour. The product is COC=1C=C(C=CC1OCC=1N=C(OC1C)C1=CC=CC=C1)CC=CCCC1OCCO1 (2-[5-[3-methoxy-4-(5-methyl-2-phenyl-4-oxazolylmethoxy) phenyl]-3-pentenyl]-1,3-dioxolan), product. RXN SMILES: [Br-].[O:2]1[CH2:6][CH2:5][O:4][CH:3]1[CH2:7][CH2:8][P+](C1C=CC=CC=1)(C1C=CC=CC=1)C1C=CC=CC=1.CCCCCC.C([Li])CCC.[CH3:39][O:40][C:41]1[CH:42]=[C:43]([CH2:61][CH2:62][CH:63]=O)[CH:44]=[CH:45][C:46]=1[O:47][CH2:48][C:49]1[N:50]=[C:51]([C:55]2[CH:60]=[CH:59][CH:58]=[CH:57][CH:56]=2)[O:52][C:53]=1[CH3:54]>O1CCCC1>[CH3:39][O:40][C:41]1[CH:42]=[C:43]([CH2:61][CH:62]=[CH:63][CH2:8][CH2:7][CH:3]2[O:2][CH2:6][CH2:5][O:4]2)[CH:44]=[CH:45][C:46]=1[O:47][CH2:48][C:49]1[N:50]=[C:51]([C:55]2[CH:60]=[CH:59][CH:58]=[CH:57][CH:56]=2)[O:52][C:53]=1[CH3:54] |f:0.1|. Reported procedure: To a suspension of [2-(1,3-dioxolan-2-yl)ethyl] triphenylphosphonium bromide (6.7 g) in tetrahydrofuran (THF) (60 ml) was added dropwise, at -30° C. in nitrogen streams, a hexane solution of n-butyl lithium (1.6M, 9.4 ml). The mixture was stirred for one hour at the same temperature, to which was then added dropwise, at -30° C., a solution of 3-[3-methoxy-4-(5-methyl-2-phenyl-4-oxazolylmethoxy)phenyl]propionaldehyde (4.1 g) in tetrahydrofuran (THF) (10 ml). The cooling bath was removed, and the ... RXN SMILES: [CH2:1]([N:8]1[CH2:13][CH2:12][O:11][CH:10]([CH2:14][Cl:15])[CH2:9]1)[C:2]1[CH:7]=[CH:6][CH:5]=[CH:4][CH:3]=1.[CH3:16][NH:17][CH3:18]>C(O)C>[ClH:15].[ClH:15].[CH3:16][N:17]([CH2:14][CH:10]1[O:11][CH2:12][CH2:13][N:8]([CH2:1][C:2]2[CH:7]=[CH:6][CH:5]=[CH:4][CH:3]=2)[CH2:9]1)[CH3:18] |f:3.4.5|. Run in C(C)O (ethanol). Yields the product Cl.Cl.CN(C)CC1CN(CCO1)CC1=CC=CC=C1 (2-(N,N-dimethylaminomethyl)-4-benzylmorpholine dihydrochloride). The reactants are C(C1=CC=CC=C1)N1CC(OCC1)CCl (4-benzyl-2-chloromethylmorpholine), CNC (dimethylamine). Reported procedure: A mixture of 22.5 g of 4-benzyl-2-chloromethylmorpholine, 200 ml of ethanol and 200 ml of an aqueouos 26,7% dimethylamine solution is heated at 150° C. for 5 hours in an autoclave. After completion of the reaction, the solvent is distilled off under reduced pressure. After adding water, the residue is extracted with toluene three times. The extract is washed with water and dried over anhydrous magnesium sulfate. The solvent is distilled off under reduced pressure and the residue is treated with ... Reaction conditions: temperature 150 celsius. Starting materials: O=C([O-])[O-], CN(C)C=O, FC(F)(F)c1ccc(CCl)c(Cl)c1, Cn1nc(-c2c(F)cccc2Cl)nc1-c1ccc(O)c(Cl)c1, [K+], [K+], O. Product: Cn1nc(-c2c(F)cccc2Cl)nc1-c1ccc(OCc2ccc(C(F)(F)F)cc2Cl)c(Cl)c1. Reaction SMILES: [C:28](=[O:29])([O-:30])[O-:31].[CH3:1][N:2]([CH3:3])[CH:4]=[O:5].[Cl:34][c:35]1[c:36]([CH2:37][Cl:38])[cH:39][cH:40][c:41]([C:43]([F:44])([F:45])[F:46])[cH:42]1.[Cl:6][c:7]1[c:8](-[c:14]2[n:15][n:16]([CH3:27])[c:17](-[c:19]3[cH:20][c:21]([Cl:26])[c:22]([OH:25])[cH:23][cH:24]3)[n:18]2)[c:9]([F:13])[cH:10][cH:11][cH:12]1.[K+:32].[K+:33].[OH2:47]>>[Cl:6][c:7]1[c:8](-[c:14]2[n:15][n:16]([CH3:27])[c:17](-[c:19]3[cH:20][c:21]([Cl:26])[c:22]([O:25][CH2:37][c:36]4[c:35]([Cl:34])[cH:42][c:41]([C:43]([F:44])([F:45])[F:46])[cH:40][cH:39]4)[cH:23][cH:24]3)[n:18]2)[c:9]([F:13])[cH:10][cH:11][cH:12]1. Yield: 86.0%. Product: C(C)(C)(C)OC(NC1=C(C=C(C(=C1)N(C)C(C)C)Cl)NC(CC(C1=CC(=CC=C1)N1N=NC=C1COC1OCCCC1)=O)=O)=O ((RS)-[4-Chloro-5-(isopropyl-methyl-amino)-2-(3-oxo-3-{3-[5-(tetrahydro-pyran-2-yloxymethyl)-[1,2,3]triazol-1-yl]-phenyl}-propionylamino)-phenyl]-carbamic acid tert-butyl ester), oil. Starting materials: C(C)(C)(C)OC(NC1=C(C=C(C(=C1)N(C)C(C)C)Cl)N)=O ([2-amino-4-chloro-5-(isopropyl-methyl-amino)-phenyl]-carbamic acid tert-butyl ester), C(C)(C)(C)OC(CC(C1=CC(=CC=C1)N1N=NC=C1COC1OCCCC1)=O)=O ((RS)-3-oxo-3-{3-[5-(tetrahydro-pyran-2-yloxymethyl)-[1,2,3]triazol-1-yl]-phenyl}-propionic acid tert-butyl ester). Reaction SMILES: [C:1]([O:5][C:6](=[O:21])[NH:7][C:8]1[CH:13]=[C:12]([N:14]([CH:16]([CH3:18])[CH3:17])[CH3:15])[C:11]([Cl:19])=[CH:10][C:9]=1[NH2:20])([CH3:4])([CH3:3])[CH3:2].C([O:26][C:27](=O)[CH2:28][C:29](=[O:49])[C:30]1[CH:35]=[CH:34][CH:33]=[C:32]([N:36]2[C:40]([CH2:41][O:42][CH:43]3[CH2:48][CH2:47][CH2:46][CH2:45][O:44]3)=[CH:39][N:38]=[N:37]2)[CH:31]=1)(C)(C)C>>[C:1]([O:5][C:6](=[O:21])[NH:7][C:8]1[CH:13]=[C:12]([N:14]([CH:16]([CH3:17])[CH3:18])[CH3:15])[C:11]([Cl:19])=[CH:10][C:9]=1[NH:20][C:27](=[O:26])[CH2:28][C:29](=[O:49])[C:30]1[CH:35]=[CH:34][CH:33]=[C:32]([N:36]2[C:40]([CH2:41][O:42][CH:43]3[CH2:48][CH2:47][CH2:46][CH2:45][O:44]3)=[CH:39][N:38]=[N:37]2)[CH:31]=1)([CH3:3])([CH3:2])[CH3:4]. Procedure details: The title compound was prepared from [2-amino-4-chloro-5-(isopropyl-methyl-amino)-phenyl]-carbamic acid tert-butyl ester (Example J26) (300 mg, 0.96 mmol) and (RS)-3-oxo-3-{3-[5-(tetrahydro-pyran-2-yloxymethyl)-[1,2,3]triazol-1-yl]-phenyl}-propionic acid tert-butyl ester (Example K5) (383 mg, 0.96 mmol) according to the general procedure M. Obtained as a light yellow oil (530 mg, 86%). Reactants: CC(C)(C)OC(=O)NC(CC1CC1)C(=O)O, ClCCCl, CCN(C(C)C)C(C)C, O=C(NCc1cc(F)ccc1-n1cncn1)C1CCCN1, CN(C)C=O, O, On1nnc2ccccc21. The product is CC(C)(C)OC(=O)NC(CC1CC1)C(=O)N1CCCC1C(=O)NCc1cc(F)ccc1-n1cncn1. Reaction SMILES: [C:22]([CH3:23])([CH3:24])([CH3:25])[O:26][C:27](=[O:28])[NH:29][CH:30]([CH2:31][CH:32]1[CH2:33][CH2:34]1)[C:35](=[O:36])[OH:37].[CH2:49]([Cl:50])[CH2:51][Cl:52].[CH:53]([N:54]([CH:55]([CH3:56])[CH3:57])[CH2:58][CH3:59])([CH3:60])[CH3:61].[F:1][c:2]1[cH:3][cH:4][c:5](-[n:17]2[n:18][cH:19][n:20][cH:21]2)[c:6]([CH2:7][NH:8][C:9]([CH:10]2[NH:11][CH2:12][CH2:13][CH2:14]2)=[O:15])[cH:16]1.[O:62]=[CH:63][N:64]([CH3:65])[CH3:66].[OH2:48].[OH:38][n:39]1[c:40]2[c:41]([cH:42][cH:43][cH:44][cH:45]2)[n:46][n:47]1>>[F:1][c:2]1[cH:3][cH:4][c:5](-[n:17]2[n:18][cH:19][n:20][cH:21]2)[c:6]([CH2:7][NH:8][C:9]([CH:10]2[N:11]([C:35]([CH:30]([NH:29][C:27]([O:26][C:22]([CH3:23])([CH3:24])[CH3:25])=[O:28])[CH2:31][CH:32]3[CH2:33][CH2:34]3)=[O:36])[CH2:12][CH2:13][CH2:14]2)=[O:15])[cH:16]1. Starting materials: ice water, [OH-].[Na+] (sodium hydroxide), OC=1C2=NC(C(N=C2C=C(C1OC)OC)=O)=O (5-Hydroxy-6,7-dimethoxy-2,3-quinoxalinedione), solution, [B] (boron), Cl (HCl). Run in C(Cl)Cl (methylene dichloride), C(Cl)Cl (methylene dichloride). Reaction conditions: time 12 hour. Yields the product OC=1C2=NC(C(N=C2C=C(C1O)O)=O)=O (5,6,7-Trihydroxy-2,3-quinoxalinedione). Yield: 80.8%. As a reaction SMILES: [OH:1][C:2]1[C:3]2[C:8]([CH:9]=[C:10]([O:14]C)[C:11]=1[O:12]C)=[N:7][C:6](=[O:16])[C:5](=[O:17])[N:4]=2.[B].[OH-].[Na+].Cl>C(Cl)Cl>[OH:1][C:2]1[C:3]2[C:8]([CH:9]=[C:10]([OH:14])[C:11]=1[OH:12])=[N:7][C:6](=[O:16])[C:5](=[O:17])[N:4]=2 |f:2.3|. Procedure: To a suspension of 5-hydroxy-6,7-dimethoxy-2,3-quinoxalinedione (48) (50 mg, 0.22 mmol) in 2 mL of methylene dichloride was added 2 mL of a solution of boron tribomide in methylene dichloride (1 M, Aldrich). The resulting mixture was stirred at room temperature for 12 hr. The mixture was poured into ice-water (5 g) to form a suspension. Aqueous sodium hydroxide (20%, 2 mL) was added to the suspension to form a red solution. Then the solution was acidified with 6 N HCl (5 mL) to pH=1. The suspens... Starting materials: C(C1=CC=CC=C1)N (benzylamine), OC=1C2=C(N=NN1)C(=CC=C2)C(=O)N (4-hydroxybenzo[d][1,2,3]-triazine-8-carboxamide). Yields the product C(C1=CC=CC=C1)NC=1C2=C(N=NN1)C(=CC=C2)C(=O)N (4-(benzylamino)benzo[d][1,2,3]triazine-8-carboxamide). RXN SMILES: [CH2:1]([NH2:8])[C:2]1[CH:7]=[CH:6][CH:5]=[CH:4][CH:3]=1.O[C:10]1[C:11]2[CH:19]=[CH:18][CH:17]=[C:16]([C:20]([NH2:22])=[O:21])[C:12]=2[N:13]=[N:14][N:15]=1>>[CH2:1]([NH:8][C:10]1[C:11]2[CH:19]=[CH:18][CH:17]=[C:16]([C:20]([NH2:22])=[O:21])[C:12]=2[N:13]=[N:14][N:15]=1)[C:2]1[CH:7]=[CH:6][CH:5]=[CH:4][CH:3]=1. Reported procedure: Compound 6 was prepared following general synthetic scheme 7 wherein benzylamine was reacted with 4-hydroxybenzo[d][1,2,3]-triazine-8-carboxamide to give the title compound. LC-MS [280 (M+1)], 1H NMR (400 MHz, DMSO-d): δ 9.42 (s, 1H), 9.31 (t, 1H), 8.53 (t, 1H), 8.04 (s, 1H), 7.98 (t, 1H), 7.41 (d, 2H), 7.34 (t, 2H), 7.28-7.24 (m, 1H), 4.92 (d, 2H). Reactants: C(C)N(C(=O)[C@H]1CN2CC([C@@H]1CC2)=O)CC ((3R*,4R*)-N,N-Diethyl-5-oxo-1-azabicyclo[2.2.2]octane-3-carboxamide), C(C1=CC=CC=C1)=O (benzaldehyde), [OH-].[Na+] (NaOH). The solvent is CCO (EtOH). Yields the product C(C)N(C(=O)[C@H]1CN2C(C([C@@H]1CC2)=O)=CC2=CC=CC=C2)CC ((3R*,4R*)-N,N-Diethyl-5-oxo-6-benzylidene-1-azabicyclo[2.2.2]octane-3-carboxamide). Yield: 83.1%. Reaction SMILES: [CH2:1]([N:3]([CH2:15][CH3:16])[C:4]([C@@H:6]1[C@H:11]2[CH2:12][CH2:13][N:8]([CH2:9][C:10]2=[O:14])[CH2:7]1)=[O:5])[CH3:2].[CH:17](=O)[C:18]1[CH:23]=[CH:22][CH:21]=[CH:20][CH:19]=1.[OH-].[Na+]>CCO>[CH2:15]([N:3]([CH2:1][CH3:2])[C:4]([C@@H:6]1[C@H:11]2[CH2:12][CH2:13][N:8]([C:9](=[CH:17][C:18]3[CH:23]=[CH:22][CH:21]=[CH:20][CH:19]=3)[C:10]2=[O:14])[CH2:7]1)=[O:5])[CH3:16] |f:2.3|. Reported procedure: A mixture of 13 (34.6 g, 154 mmole), benzaldehyde (17.4 g, 164 mmole) and NaOH (6.5 g, 164 mmole) in EtOH (400 ml) was refluxed for 3 hours. After cooling the reaction mixture to room temperature, the resulting yellow crystal was collected by filtration and washed with cold EtOH and dried in vacuo to give 14 (38.4 g, 128 mmole). The filtrate was concentrated under reduced pressure to give a second crop (3.3 g, 11 mmole) (total 41.7 g, 139 mmole, 90%). Starting materials: ClB(Cl)Cl, ClCCl, CNC(=O)c1c(-c2ccc(F)cc2)oc2cc([N+](=O)[O-])c(OC(C)C)cc12. Yields the product CNC(=O)c1c(-c2ccc(F)cc2)oc2cc([N+](=O)[O-])c(O)cc12. RXN SMILES: [Cl:28][B:29]([Cl:30])[Cl:31].[Cl:32][CH2:33][Cl:34].[F:1][c:2]1[cH:3][cH:4][c:5](-[c:8]2[o:9][c:10]3[c:11]([c:12]2[C:13](=[O:14])[NH:15][CH3:16])[cH:17][c:18]([O:24][CH:25]([CH3:26])[CH3:27])[c:19]([N+:21](=[O:22])[O-:23])[cH:20]3)[cH:6][cH:7]1>>[F:1][c:2]1[cH:3][cH:4][c:5](-[c:8]2[o:9][c:10]3[c:11]([c:12]2[C:13](=[O:14])[NH:15][CH3:16])[cH:17][c:18]([OH:24])[c:19]([N+:21](=[O:22])[O-:23])[cH:20]3)[cH:6][cH:7]1.